From a dataset of the Open Reaction Database (ORD), a public repository of structured organic reaction records. describe an organic reaction: reactants, conditions, products, and yield Reactants: N(=NC(=O)OCC)C(=O)OCC (diethyl azodicarboxylate), C1(=CC=CC=C1)P(C1=CC=CC=C1)C1=CC=CC=C1 (triphenylphosphine), C(#N)C1=CC=C(C=C1)O (4-cyanophenol), OC1CN(CC1)C1=CC=NC=C1 (4-(3-hydroxy-1-pyrrolidinyl)pyridine). Solvent: O1CCCC1 (tetrahydrofuran), O1CCCC1 (tetrahydrofuran). Run at time 16 hour. Yields the product C(#N)C1=CC=C(OC2CN(CC2)C2=CC=NC=C2)C=C1 (4-[3-(4-cyanophenoxy)-1-pyrrolidinyl]pyridine). The yield is 31.1%. Reaction SMILES: N(C(OCC)=O)=NC(OCC)=O.C1(P(C2C=CC=CC=2)C2C=CC=CC=2)C=CC=CC=1.[C:32]([C:34]1[CH:39]=[CH:38][C:37]([OH:40])=[CH:36][CH:35]=1)#[N:33].O[CH:42]1[CH2:46][CH2:45][N:44]([C:47]2[CH:52]=[CH:51][N:50]=[CH:49][CH:48]=2)[CH2:43]1>O1CCCC1>[C:32]([C:34]1[CH:39]=[CH:38][C:37]([O:40][CH:46]2[CH2:42][CH2:43][N:44]([C:47]3[CH:52]=[CH:51][N:50]=[CH:49][CH:48]=3)[CH2:45]2)=[CH:36][CH:35]=1)#[N:33]. Procedure: A solution of diethyl azodicarboxylate (1.73 ml) in dried tetrahydrofuran (10 ml) was added dropwise to a stirred mixture of triphenylphosphine (3.15 g), 4-cyanophenol (1.31 g) and 4-(3-hydroxy-1-pyrrolidinyl)pyridine (1.64 g) in dried tetrahydrofuran (45 ml), under an atmosphere of argon, at 5-7° C. The resulting solution was stirred at ambient temperature for 16 hours. The solid, which had separated, was filtered off and washed with diethyl ether to give 4-[3-(4-cyanophenoxy)-1-pyrrolidinyl]py... Yields the product COc1cccc(C(Oc2ccc3c(cnn3-c3ccc(F)cc3)c2)C(C)NC(=O)c2ccc(Br)s2)c1. RXN SMILES: [Br:30][c:31]1[cH:32][cH:33][c:34]([C:36](=[O:37])[OH:38])[s:35]1.[F:1][c:2]1[cH:3][cH:4][c:5](-[n:8]2[n:9][cH:10][c:11]3[cH:12][c:13]([O:17][CH:18]([CH:19]([CH3:20])[NH2:21])[c:22]4[cH:23][c:24]([O:28][CH3:29])[cH:25][cH:26][cH:27]4)[cH:14][cH:15][c:16]23)[cH:6][cH:7]1>>[F:1][c:2]1[cH:3][cH:4][c:5](-[n:8]2[n:9][cH:10][c:11]3[cH:12][c:13]([O:17][CH:18]([CH:19]([CH3:20])[NH:21][C:36]([c:34]4[cH:33][cH:32][c:31]([Br:30])[s:35]4)=[O:37])[c:22]4[cH:23][c:24]([O:28][CH3:29])[cH:25][cH:26][cH:27]4)[cH:14][cH:15][c:16]23)[cH:6][cH:7]1. Starting materials: O=C(O)c1ccc(Br)s1, COc1cccc(C(Oc2ccc3c(cnn3-c3ccc(F)cc3)c2)C(C)N)c1. Reactants: COC(OC)c1ccccc1, O, OCCCCC(O)CO, Cc1ccccc1S(=O)(=O)O. Product: OCCCCC1COC(c2ccccc2)O1. As a reaction SMILES: [CH3:10][O:11][CH:12]([c:13]1[cH:14][cH:15][cH:16][cH:17][cH:18]1)[O:19][CH3:20].[OH2:21].[OH:1][CH2:2][CH:3]([CH2:4][CH2:5][CH2:6][CH2:7][OH:8])[OH:9].[c:22]1([CH3:23])[c:24]([S:25]([OH:26])(=[O:27])=[O:28])[cH:29][cH:30][cH:31][cH:32]1>>[O:1]1[CH2:2][CH:3]([CH2:4][CH2:5][CH2:6][CH2:7][OH:8])[O:9][CH:12]1[c:13]1[cH:14][cH:15][cH:16][cH:17][cH:18]1.